From a dataset of the Open Reaction Database (ORD), a public repository of structured organic reaction records. describe an organic reaction: reactants, conditions, products, and yield Starting materials: COC(=O)CCc1cccc(Oc2ccnc(NC(C)=O)c2)c1, CO, [Na+], [OH-]. Product: CC(=O)Nc1cc(Oc2cccc(CCC(=O)O)c2)ccn1. RXN SMILES: [C:1]([CH3:2])(=[O:3])[NH:4][c:5]1[n:6][cH:7][cH:8][c:9]([O:11][c:12]2[cH:13][c:14]([CH2:18][CH2:19][C:20](=[O:21])[O:22][CH3:23])[cH:15][cH:16][cH:17]2)[cH:10]1.[CH3:26][OH:27].[Na+:25].[OH-:24]>>[C:1]([CH3:2])(=[O:3])[NH:4][c:5]1[n:6][cH:7][cH:8][c:9]([O:11][c:12]2[cH:13][c:14]([CH2:18][CH2:19][C:20](=[O:21])[OH:22])[cH:15][cH:16][cH:17]2)[cH:10]1. Starting materials: C1CCOC1, CO, COc1ccc(S(=O)(=O)N2C(=O)C(N)(c3ccccc3Cl)c3cc(Cl)ccc32)c([N+](=O)[O-])c1, [Ni]. The product is COc1ccc(S(=O)(=O)N2C(=O)C(N)(c3ccccc3Cl)c3cc(Cl)ccc32)c(N)c1. Reaction SMILES: [CH2:37]1[O:38][CH2:39][CH2:40][CH2:41]1.[CH3:34][OH:35].[NH2:1][C:2]1([c:27]2[c:28]([Cl:33])[cH:29][cH:30][cH:31][cH:32]2)[C:3](=[O:26])[N:4]([S:12](=[O:13])(=[O:14])[c:15]2[c:16]([N+:23]([O-:24])=[O:25])[cH:17][c:18]([O:21][CH3:22])[cH:19][cH:20]2)[c:5]2[cH:6][cH:7][c:8]([Cl:11])[cH:9][c:10]21.[Ni:36]>>[NH2:1][C:2]1([c:27]2[c:28]([Cl:33])[cH:29][cH:30][cH:31][cH:32]2)[C:3](=[O:26])[N:4]([S:12](=[O:13])(=[O:14])[c:15]2[c:16]([NH2:23])[cH:17][c:18]([O:21][CH3:22])[cH:19][cH:20]2)[c:5]2[cH:6][cH:7][c:8]([Cl:11])[cH:9][c:10]21. Reactants: CO, Cl, COC(=O)c1ccc2[nH]nc(-c3ccccc3F)c2c1, [Na+], C1CCOC1, [OH-]. Yields the product O=C(O)c1ccc2[nH]nc(-c3ccccc3F)c2c1. Reaction SMILES: [CH3:22][OH:23].[ClH:21].[F:1][c:2]1[c:3](-[c:8]2[n:9][nH:10][c:11]3[cH:12][cH:13][c:14]([C:17](=[O:18])[O:19][CH3:20])[cH:15][c:16]23)[cH:4][cH:5][cH:6][cH:7]1.[Na+:30].[O:24]1[CH2:25][CH2:26][CH2:27][CH2:28]1.[OH-:29]>>[F:1][c:2]1[c:3](-[c:8]2[n:9][nH:10][c:11]3[cH:12][cH:13][c:14]([C:17](=[O:18])[OH:19])[cH:15][c:16]23)[cH:4][cH:5][cH:6][cH:7]1.